From a dataset of the Open Reaction Database (ORD), a public repository of structured organic reaction records. describe an organic reaction: reactants, conditions, products, and yield Starting materials: C(=C)C1C2C=CC(C1)C2 (2-vinyl-5-norbornene), C[SiH](Cl)C (dimethylchlorosilane). The reagents and catalysts are [H+].[H+].Cl[Pt-2](Cl)(Cl)(Cl)(Cl)Cl (chloroplatinic acid). The solvent is C(C)(C)O (isopropanol). Reaction conditions: temperature 70 celsius. Yields the product 195, C12C=CC(C(C1)CC[Si](Cl)(C)C)C2 (2-(5-norbornenyl)ethyldimethylchlorosilane). As a reaction SMILES: [CH:1]([CH:3]1[CH2:8][CH:7]2[CH2:9][CH:4]1[CH:5]=[CH:6]2)=[CH2:2].[CH3:10][SiH:11]([CH3:13])[Cl:12]>C(O)(C)C.[H+].[H+].Cl[Pt-2](Cl)(Cl)(Cl)(Cl)Cl>[CH:7]12[CH2:9][CH:4]([CH:3]([CH2:1][CH2:2][Si:11]([CH3:13])([CH3:10])[Cl:12])[CH2:8]1)[CH:5]=[CH:6]2 |f:3.4.5|. Procedure details: To a flask equipped with a dropping funnel were charged 150 parts of 2-vinyl-5-norbornene and 0.1 part of a solution of chloroplatinic acid in isopropanol (containing 2% as a platinum atom) were charged. While heating to 70° C., 136 parts of dimethylchlorosilane were added dropwise to the mixture and reacted at 70° C. for an hour. Distillation was performed under reduced pressure to give 195 parts of 2-(5-norbornenyl)ethyldimethylchlorosilane. The reactants are ClC=1C=C2C(=CC(OC2=CC1OCCCO)(C)C)C(F)(F)F (3-((6-chloro-2,2-dimethyl-4-(trifluoromethyl)-2H-chromen-7-yl)oxy)propan-1-ol), OC1=CC=C(O[C@](C(=O)OC)(CC)C)C=C1 ((2S)-Methyl 2-(4-hydroxyphenoxy)-2-methylbutanoate), C1(=CC=CC=C1)P(C1=CC=CC=C1)C1=CC=CC=C1 (triphenylphosphine), N(=NC(=O)OCC)C(=O)OCC (diethyl azodicarboxylate). The solvent is C1CCOC1 (THF). Conditions: time 16 hour. Yields the product ClC=1C=C2C(=CC(OC2=CC1OCCCOC1=CC=C(O[C@](C(=O)OC)(CC)C)C=C1)(C)C)C(F)(F)F ((2S)-Methyl 2-(4-(3-((6-Chloro-2,2-dimethyl-4-(trifluoromethyl)-2H-chromen-7-yl)oxy)propoxy)phenoxy)-2-methylbutanoate). The yield is 61.0%. As a reaction SMILES: [Cl:1][C:2]1[CH:3]=[C:4]2[C:9](=[CH:10][C:11]=1[O:12][CH2:13][CH2:14][CH2:15][OH:16])[O:8][C:7]([CH3:18])([CH3:17])[CH:6]=[C:5]2[C:19]([F:22])([F:21])[F:20].O[C:24]1[CH:38]=[CH:37][C:27]([O:28][C@@:29]([CH3:36])([CH2:34][CH3:35])[C:30]([O:32][CH3:33])=[O:31])=[CH:26][CH:25]=1.C1(P(C2C=CC=CC=2)C2C=CC=CC=2)C=CC=CC=1.N(C(OCC)=O)=NC(OCC)=O>C1COCC1>[Cl:1][C:2]1[CH:3]=[C:4]2[C:9](=[CH:10][C:11]=1[O:12][CH2:13][CH2:14][CH2:15][O:16][C:24]1[CH:38]=[CH:37][C:27]([O:28][C@@:29]([CH3:36])([CH2:34][CH3:35])[C:30]([O:32][CH3:33])=[O:31])=[CH:26][CH:25]=1)[O:8][C:7]([CH3:18])([CH3:17])[CH:6]=[C:5]2[C:19]([F:20])([F:22])[F:21]. Procedure details: To a solution of 3-((6-chloro-2,2-dimethyl-4-(trifluoromethyl)-2H-chromen-7-yl)oxy)propan-1-ol (0.5 g, 1.48 mmol), (2S)-Methyl 2-(4-hydroxyphenoxy)-2-methylbutanoate (0.35 g, 1.56 mmol), and triphenylphosphine (0.42 g, 1.6 mmol) in THF (20 mL) was added diethyl azodicarboxylate (0.28 g, 1.6 mmol) and the solution stirred at ambient temperature for 16 h. After concentrating under reduced pressure, the residue thus obtained was chromatographed over silica gel using AcOEt/hexanes to furnish the des... The reactants are COC(=O)c1cnc2c(c1)cc(C(=CC1CCCC1)c1ccc(S(C)(=O)=O)cc1)n2S(=O)(=O)c1ccccc1, CCCC[N+](CCCC)(CCCC)CCCC, CCOC(C)=O, [F-], C1CCOC1. The product is COC(=O)c1cnc2[nH]c(C(=CC3CCCC3)c3ccc(S(C)(=O)=O)cc3)cc2c1. As a reaction SMILES: [CH3:1][O:2][C:3](=[O:4])[c:5]1[cH:6][c:7]2[c:8]([n:9][cH:10]1)[n:11]([S:31]([c:32]1[cH:33][cH:34][cH:35][cH:36][cH:37]1)(=[O:38])=[O:39])[c:12]([C:14](=[CH:15][CH:16]1[CH2:17][CH2:18][CH2:19][CH2:20]1)[c:21]1[cH:22][cH:23][c:24]([S:27](=[O:28])(=[O:29])[CH3:30])[cH:25][cH:26]1)[cH:13]2.[CH3:41][CH2:42][CH2:43][CH2:44][N+:45]([CH2:46][CH2:47][CH2:48][CH3:49])([CH2:50][CH2:51][CH2:52][CH3:53])[CH2:54][CH2:55][CH2:56][CH3:57].[CH3:63][CH2:64][O:65][C:66](=[O:67])[CH3:68].[F-:40].[O:58]1[CH2:59][CH2:60][CH2:61][CH2:62]1>>[CH3:1][O:2][C:3](=[O:4])[c:5]1[cH:6][c:7]2[c:8]([n:9][cH:10]1)[nH:11][c:12]([C:14](=[CH:15][CH:16]1[CH2:17][CH2:18][CH2:19][CH2:20]1)[c:21]1[cH:22][cH:23][c:24]([S:27](=[O:28])(=[O:29])[CH3:30])[cH:25][cH:26]1)[cH:13]2. The product is FC1=CC=C(OC=2C=CC(=NC2)OC)C=C1 (5-(4-Fluorophenoxy)-2-methoxypyridine). Run in O1CCOCC1 (dioxane), CN(C)C=O (DMF). As a reaction SMILES: Br[C:2]1[CH:3]=[CH:4][C:5]([O:8][CH3:9])=[N:6][CH:7]=1.[F:10][C:11]1[CH:18]=[CH:17][C:14](CO)=[CH:13][CH:12]=1.CN(CC(O)=[O:24])C>O1CCOCC1.CN(C=O)C.[Cu]I>[F:10][C:11]1[CH:18]=[CH:17][C:14]([O:24][C:2]2[CH:3]=[CH:4][C:5]([O:8][CH3:9])=[N:6][CH:7]=2)=[CH:13][CH:12]=1. Starting materials: BrC=1C=CC(=NC1)OC (5-Bromo-2-methoxypyridine), FC1=CC=C(CO)C=C1 (4-fluorobenzylalcohol), CN(C)CC(=O)O (N,N-dimethylaminoacetic acid), CsCO3. Reagents/catalysts: [Cu]I (CuI). Procedure details: According to Scheme 32 Method A: 5-Bromo-2-methoxypyridine (5.32 mmol, 1.00 g), 4-fluorobenzylalcohol (7.98 mmol, 0.90 g), N,N-dimethylaminoacetic acid (15.9 mmol, 1.69 g), CuI (5.32 mmol, 1.01 g), CsCO3 (12.4 mmol, 4.05 g) in dioxane (25 mL) and DMF (2.5 mL) were heated at 150° C. for 25 min. under microwave irradiation conditions. Then the cooled crude reaction was filtered off over celite. The filtrate was washed with saturated aqueous NH4Cl solution and extracted with AcOEt. The organic laye... Reactants: ClCCCN1S(C=2C3=C1C=CC=C3C=CC2)(=O)=O (2-(3-chloropropyl)naphtho[1,8-cd]isothiazole 1,1-dioxide), C([O-])(O)=O.[Na+] (sodium bicarbonate), ClC=1C=C2C(=CNC2=CC1)C=1CCNCC1 (4-(5-chloro-3-indolyl)-1,2,3,6-tetrahydropyridine). Solvent: CN(C=O)C (dimethylformamide), O1CCCC1 (tetrahydrofuran). Conditions: temperature 20 celsius. The product is ClC=1C=C2C(=CNC2=CC1)C=1CCN(CC1)CCCN1S(C=2C3=C1C=CC=C3C=CC2)(=O)=O (2-{3-[4-(5-chloro-3-indolyl)-1,2,3,6-tetrahydro-1-pyridyl]propyl}naphtho[1,8-cd]isothiazole 1,1-dioxide). Isolated yield 51.6%. RXN SMILES: Cl[CH2:2][CH2:3][CH2:4][N:5]1[C:9]2[CH:10]=[CH:11][CH:12]=[C:13]3[CH:14]=[CH:15][CH:16]=[C:7]([C:8]=23)[S:6]1(=[O:18])=[O:17].C(=O)(O)[O-].[Na+].[Cl:24][C:25]1[CH:26]=[C:27]2[C:31](=[CH:32][CH:33]=1)[NH:30][CH:29]=[C:28]2[C:34]1[CH2:35][CH2:36][NH:37][CH2:38][CH:39]=1>CN(C)C=O.O1CCCC1>[Cl:24][C:25]1[CH:26]=[C:27]2[C:31](=[CH:32][CH:33]=1)[NH:30][CH:29]=[C:28]2[C:34]1[CH2:35][CH2:36][N:37]([CH2:2][CH2:3][CH2:4][N:5]2[C:9]3[CH:10]=[CH:11][CH:12]=[C:13]4[CH:14]=[CH:15][CH:16]=[C:7]([C:8]=34)[S:6]2(=[O:18])=[O:17])[CH2:38][CH:39]=1 |f:1.2|. Reported procedure: The experiment is carried out as in Example 1, starting with 2-(3-chloropropyl)naphtho[1,8-cd]isothiazole 1,1-dioxide (2.4 g), sodium bicarbonate (0.7 g) and 4-(5-chloro-3-indolyl)-1,2,3,6-tetrahydropyridine (2 g) in dimethylformamide (15 cc) and tetrahydrofuran (15 cc). The mixture is heated for 5 hours at boiling point, then cooled to a temperature of about 20° C. Stirring is maintained for 7 hours at this temperature. After purification by crystallization from water (50 cc), then recrystalliz... Reactants: ClC1=CC=C(C=C1)CC(=O)O (p-chlorophenylacetic acid), C(C)O (ethanol), C1=CC=CC=C1 (benzene). Reagents/catalysts: S(O)(O)(=O)=O (sulfuric acid). Run in O (water). Run at time 6 hour. The product is ClC1=CC=C(C=C1)CC(=O)OCC (Ethyl p-chlorophenylacetate). The yield is 97.0%. RXN SMILES: [Cl:1][C:2]1[CH:7]=[CH:6][C:5]([CH2:8][C:9]([OH:11])=[O:10])=[CH:4][CH:3]=1.[CH2:12](O)[CH3:13].C1C=CC=CC=1>S(=O)(=O)(O)O.O>[Cl:1][C:2]1[CH:3]=[CH:4][C:5]([CH2:8][C:9]([O:11][CH2:12][CH3:13])=[O:10])=[CH:6][CH:7]=1. Procedure: To p-chlorophenylacetic acid (85.30 g, 0.50 mole) was added ethanol (92 g, 2.0 mole), benzene (78.11 g) and conc. sulfuric acid (2.5 g, 0.025 mole) and the azeotropic dehydration reaction was performed for 6 hours. After completion of the reaction, water (200 ml) was added to the reaction mixture, while it was cool and the solution was extracted with diethyl ether. The ether layer was dried with anhydrous sodium sulfate, diethyl ether was distilled off under reduced pressure and the resulting re...